From a dataset of the Open Reaction Database (ORD), a public repository of structured organic reaction records. describe an organic reaction: reactants, conditions, products, and yield Starting materials: CC(=O)O, [Fe], O=[N+]([O-])c1cnc2[nH]c(-c3ccccc3)nc2c1. Yields the product Nc1cnc2[nH]c(-c3ccccc3)nc2c1. Reaction SMILES: [CH3:19][C:20](=[O:21])[OH:22].[Fe:23].[N+:1]([O-:2])(=[O:3])[c:4]1[cH:5][c:6]2[c:7]([n:8][cH:9]1)[nH:10][c:11](-[c:13]1[cH:14][cH:15][cH:16][cH:17][cH:18]1)[n:12]2>>[NH2:1][c:4]1[cH:5][c:6]2[c:7]([n:8][cH:9]1)[nH:10][c:11](-[c:13]1[cH:14][cH:15][cH:16][cH:17][cH:18]1)[n:12]2.